Dataset: the Open Reaction Database (ORD), a public repository of structured organic reaction records. Task: describe an organic reaction: reactants, conditions, products, and yield Reactants: C(=O)(O)[O-].[Na+] (NaHCO3), NCC1(CCN(CC1)C1=NC(=NC(=C1CN([C@H]1CCCC2=CC=CC=C12)C)C)C1=C(C=CC=C1CC)CC)O (4-(aminomethyl)-1-[2-(2,6-diethylphenyl)-6-methyl-5-({methyl[(1S)-1,2,3,4-tetrahydronaphthalen-1-yl]amino}methyl)pyrimidin-4-yl]piperidin-4-ol), C(=O)([O-])[O-].[K+].[K+] (K2CO3), C(C)(=O)OC(C)=O (acetic anhydride), SiO2. Solvent: CC(=O)N(C)C (DMA), CCOC(=O)C (EtOAc). Reaction conditions: time 16 hour. Yields the product C(C)C1=C(C(=CC=C1)CC)C1=NC(=C(C(=N1)N1CCC(CC1)(O)CNC(C)=O)CN([C@H]1CCCC2=CC=CC=C12)C)C (N-({1-[2-(2,6-diethylphenyl)-6-methyl-5-({methyl[(1S)-1,2,3,4-tetrahydronaphthalen-1-yl]amino}methyl)pyrimidin-4-yl]-4-hydroxypiperidin-4-yl}methyl)acetamide). RXN SMILES: [NH2:1][CH2:2][C:3]1([OH:39])[CH2:8][CH2:7][N:6]([C:9]2[C:14]([CH2:15][N:16]([CH3:27])[C@@H:17]3[C:26]4[C:21](=[CH:22][CH:23]=[CH:24][CH:25]=4)[CH2:20][CH2:19][CH2:18]3)=[C:13]([CH3:28])[N:12]=[C:11]([C:29]3[C:34]([CH2:35][CH3:36])=[CH:33][CH:32]=[CH:31][C:30]=3[CH2:37][CH3:38])[N:10]=2)[CH2:5][CH2:4]1.C([O-])([O-])=O.[K+].[K+].[C:46](OC(=O)C)(=[O:48])[CH3:47].C([O-])(O)=O.[Na+]>CC(N(C)C)=O.CCOC(C)=O>[CH2:35]([C:34]1[CH:33]=[CH:32][CH:31]=[C:30]([CH2:37][CH3:38])[C:29]=1[C:11]1[N:10]=[C:9]([N:6]2[CH2:7][CH2:8][C:3]([CH2:2][NH:1][C:46](=[O:48])[CH3:47])([OH:39])[CH2:4][CH2:5]2)[C:14]([CH2:15][N:16]([CH3:27])[C@@H:17]2[C:26]3[C:21](=[CH:22][CH:23]=[CH:24][CH:25]=3)[CH2:20][CH2:19][CH2:18]2)=[C:13]([CH3:28])[N:12]=1)[CH3:36] |f:1.2.3,5.6|. Procedure details: To a vial containing 4-(aminomethyl)-1-[2-(2,6-diethylphenyl)-6-methyl-5-({methyl[(1S)-1,2,3,4-tetrahydronaphthalen-1-yl]amino}methyl)pyrimidin-4-yl]piperidin-4-ol (25 mg, 0.047 mmol) in DMA (1.0 mL) is added K2CO3 (33 mg, 5.0 eq., 0.24 mmol) and acetic anhydride (0.023 mL, 5.0 eq., 0.24 mmol) and allowed to stir at room temperature for 16 h. EtOAc (2.0 mL) and sat NaHCO3 (2.0 mL) are then added and the organic layer is transferred directly onto a SiO2 plate and the product is eluted with 20:1 C... The reactants are [N+](=O)([O-])C=1C(=C(C=CC1)N)N (3-nitro-1,2-phenylenediamine), C1(=CC=C(C=C1)S(=O)(=O)Cl)C (p-toluenesulfonyl chloride). Run in N1=CC=CC=C1 (pyridine). Yields the product NC1=C(C=CC=C1[N+](=O)[O-])NS(=O)(=O)C1=CC=C(C=C1)C (N-(2-Amino-3-nitrophenyl)-4-methylbenzenesulfonamide). RXN SMILES: [N+:1]([C:4]1[C:5]([NH2:11])=[C:6]([NH2:10])[CH:7]=[CH:8][CH:9]=1)([O-:3])=[O:2].[C:12]1([CH3:22])[CH:17]=[CH:16][C:15]([S:18](Cl)(=[O:20])=[O:19])=[CH:14][CH:13]=1>N1C=CC=CC=1>[NH2:11][C:5]1[C:4]([N+:1]([O-:3])=[O:2])=[CH:9][CH:8]=[CH:7][C:6]=1[NH:10][S:18]([C:15]1[CH:16]=[CH:17][C:12]([CH3:22])=[CH:13][CH:14]=1)(=[O:20])=[O:19]. Reported procedure: A stirred mixture of 3-nitro-1,2-phenylenediamine (1.00 g, 6.53 mmol) and p-toluenesulfonyl chloride (1.25 g, 6.53 mmol) in pyridine (50 ml) was heated at reflux for 1 h, then concentrated to dryness in vacuo to give the title compound in sufficient purity for use in the next step. MS: m/z=308 (M+1). Reactants: O1CCOC12CCC(CC2)O (1,4-dioxaspiro[4.5]decan-8-ol), FC(C=1C=C(C=CC1)CBr)(F)F (3-trifluoromethylphenylmethyl bromide), [H-].[Na+] (sodium hydride), substituted or unsubstituted phenylmethyl bromide. Yields the product C1(=CC=CC=C1)COC1CCC2(OCCO2)CC1 (8-phenylmethoxy-1,4-dioxaspiro[4.5]decane). RXN SMILES: [O:1]1[C:5]2([CH2:10][CH2:9][CH:8]([OH:11])[CH2:7][CH2:6]2)[O:4][CH2:3][CH2:2]1.[H-].[Na+].F[C:15](F)(F)[C:16]1[CH:17]=[C:18](CBr)[CH:19]=[CH:20][CH:21]=1>>[C:16]1([CH2:15][O:11][CH:8]2[CH2:9][CH2:10][C:5]3([O:4][CH2:3][CH2:2][O:1]3)[CH2:6][CH2:7]2)[CH:17]=[CH:18][CH:19]=[CH:20][CH:21]=1 |f:1.2|. Procedure details: When the bridging group n is --OCH2 --, 1,4-dioxaspiro[4.5]decan-8-ol (the preparation of which was previously described) is treated with sodium hydride and reacted with an appropriately substituted or unsubstituted phenylmethyl bromide, for example, 3-trifluoromethylphenylmethyl bromide, affording the corresponding 8-phenylmethoxy-1,4-dioxaspiro[4.5]decane. The 1,4-dioxaspiro functional group is then cleaved from the so-prepared molecule with acetic acid and water, affording the corresponding 4... Starting materials: COC1=C(CN[C@@H]2[C@@H](NCCC2)C2=CC=CC=C2)C=C(C=C1)C(C#C)(C)C ((2S,3S)-3-(2-methoxy-5-(1,1-dimethyl-2-propynyl)benzyl)amino-2-phenylpiperidine), Cl.Cl.C(#N)C(C)C=1C=CC(=C(CN[C@@H]2[C@@H](NCCC2)C2=CC=CC=C2)C1)OC ((2S,3S)-3-(5-(1-cyanoethyl)-2-methoxybenzyl)amino-2-phenylpiperidine Dihydrochloride). Product: Cl.Cl.COC1=C(CN[C@@H]2[C@@H](NCCC2)C2=CC=CC=C2)C=C(C=C1)C(C#C)(C)C ((2S,3S)-3-(2-methoxy-5-(1,1-dimethyl-2-propynyl)benzyl)amino-2-phenylpiperidine Dihydrochloride). RXN SMILES: [CH3:1][O:2][C:3]1[CH:22]=[CH:21][C:20]([C:23]([CH3:27])([CH3:26])[C:24]#[CH:25])=[CH:19][C:4]=1[CH2:5][NH:6][C@H:7]1[CH2:12][CH2:11][CH2:10][NH:9][C@H:8]1[C:13]1[CH:18]=[CH:17][CH:16]=[CH:15][CH:14]=1.[ClH:28].Cl.C(C(C1C=CC(OC)=C(C=1)CN[C@H]1CCCN[C@H]1C1C=CC=CC=1)C)#N>>[ClH:28].[ClH:28].[CH3:1][O:2][C:3]1[CH:22]=[CH:21][C:20]([C:23]([CH3:27])([CH3:26])[C:24]#[CH:25])=[CH:19][C:4]=1[CH2:5][NH:6][C@H:7]1[CH2:12][CH2:11][CH2:10][NH:9][C@H:8]1[C:13]1[CH:18]=[CH:17][CH:16]=[CH:15][CH:14]=1 |f:1.2.3,4.5.6|. Procedure: This compound was prepared from Compound 24 in the same manner of Compound 20. The reactants are NC1=CC=CC=C1 (aniline), N#CN (cyanamide), [N+](=O)(O)[O-] (nitric acid), C(C)OCC (diethyl ether). Run in C(C)O (ethanol). Reaction conditions: time 16 hour. Product: [N+](=O)(O)[O-].C1(=CC=CC=C1)NC(=N)N (N-Phenyl-guanidine nitrate). The yield is 92.9%. Reaction SMILES: [NH2:1][C:2]1[CH:7]=[CH:6][CH:5]=[CH:4][CH:3]=1.[N:8]#[C:9][NH2:10].[N+:11]([O-:14])([OH:13])=[O:12].C(OCC)C>C(O)C>[N+:11]([O-:14])([OH:13])=[O:12].[C:2]1([NH:1][C:9]([NH2:10])=[NH:8])[CH:7]=[CH:6][CH:5]=[CH:4][CH:3]=1 |f:5.6|. Reported procedure: To a solution of aniline (1.28 ml, 14 mmol) in ethanol (14 ml) was added cyanamide (1.25 ml, 16.1 mmol) and nitric acid (1 ml, 14 mmol), and the reaction was heated to reflux. After 16 hours, the reaction was cooled to room temperature and poured into diethyl ether. The resulting precipitate was filtered and dried to afford the title compound as a gray solid (2.50 g, 13 mmol, 90%). NMR (300 MHz, CD3OD): δ 7.47 (m, 2H), 7.36 (m, 1H), 7.30 (m, 2H). Reactants: BrCC1=CC=C(C=C1)OC(F)F (1-(bromomethyl)-4-(difluoromethoxy)benzene), FC1=CC=C(CNC(=O)C2=C(N=C(S2)N2C(CCC2)=O)C)C=C1 (N-(4-fluorobenzyl)-4-methyl-2-(2-oxopyrrolidin-1-yl)thiazole-5-carboxamide). Product: FC(OC1=CC=C(CC2C(N(CC2)C=2SC(=C(N2)C)C(=O)NCC2=CC=C(C=C2)F)=O)C=C1)F (2-(3-(4-(difluoromethoxy)benzyl)-2-oxopyrrolidin-1-yl)-N-(4-fluorobenzyl)-4-methylthiazole-5-carboxamide). Isolated yield 31.0%. As a reaction SMILES: Br[CH2:2][C:3]1[CH:8]=[CH:7][C:6]([O:9][CH:10]([F:12])[F:11])=[CH:5][CH:4]=1.[F:13][C:14]1[CH:35]=[CH:34][C:17]([CH2:18][NH:19][C:20]([C:22]2[S:26][C:25]([N:27]3[CH2:31][CH2:30][CH2:29][C:28]3=[O:32])=[N:24][C:23]=2[CH3:33])=[O:21])=[CH:16][CH:15]=1>>[F:11][CH:10]([F:12])[O:9][C:6]1[CH:7]=[CH:8][C:3]([CH2:2][CH:29]2[CH2:30][CH2:31][N:27]([C:25]3[S:26][C:22]([C:20]([NH:19][CH2:18][C:17]4[CH:16]=[CH:15][C:14]([F:13])=[CH:35][CH:34]=4)=[O:21])=[C:23]([CH3:33])[N:24]=3)[C:28]2=[O:32])=[CH:4][CH:5]=1. Procedure: Following the procedure as described in Example 2, making variation as required to use 1-(bromomethyl)-4-(difluoromethoxy)benzene in place of 1-(bromomethyl)-4-(trifluoromethyl)benzene to react with N-(4-fluorobenzyl)-4-methyl-2-(2-oxopyrrolidin-1-yl)thiazole-5-carboxamide, the title compound was obtained as a white solid in 31% yield: mp 143-145° C. (hexanes/ethyl acetate); 1H NMR (300 MHz, CDCl3) δ 7.34-7.22 (m, 2H), 7.16 (d, J=8.4 Hz, 2H), 7.06-6.93 (m, 4H), 6.45 (t, J=73.9 Hz, 1H), 6.08 (t, ... Reactants: C(=O)N1CC(NCC1)=O (1-formyl-3-oxo-piperazine), [H-].[Na+] (sodium hydride), CI (methyl iodide). The solvent is CN(C=O)C (dimethylformamide). Yields the product C(=O)N1CC(N(CC1)C)=O (1-formyl-4-methyl-3-oxo-piperazine). Reaction SMILES: [CH:1]([N:3]1[CH2:8][CH2:7][NH:6][C:5](=[O:9])[CH2:4]1)=[O:2].[H-].[Na+].[CH3:12]I>CN(C)C=O>[CH:1]([N:3]1[CH2:8][CH2:7][N:6]([CH3:12])[C:5](=[O:9])[CH2:4]1)=[O:2] |f:1.2|. Procedure details: To a solution of 6.4 g of 1-formyl-3-oxo-piperazine in 10 ml of anhydrous dimethylformamide was added 2.7 g of a sodium hydride (purity 53%) with ice-cooling, and the resulting mixture was reacted at room temperature for 1 hour. Subsequently, the mixture was incorporated with 7.1 g of methyl iodide and reacted for 10 hours. After the reaction, the dimethylformamide was removed by reduced pressure distillation to obtain 1-formyl-4-methyl-3-oxo-piperazine. This piperazine was dissolved in 70 ml of... Reactants: FC1=CC=C(C=C1)C1=NC=CC(=C1N)C (2-(4-fluorophenyl)-methyl-3-pyridinamine), C(C)(=O)OC(C)=O (acetic anhydride). Solvent: O (water). Yields the product FC1=CC=C(C=C1)C1=NC=CC(=C1NC(C)=O)C (N-[2-(4-fluorophenyl)-methyl-pyridin-3-yl] acetamide). RXN SMILES: [F:1][C:2]1[CH:7]=[CH:6][C:5]([C:8]2[C:13]([NH2:14])=[C:12]([CH3:15])[CH:11]=[CH:10][N:9]=2)=[CH:4][CH:3]=1.[C:16](OC(=O)C)(=[O:18])[CH3:17]>O>[F:1][C:2]1[CH:7]=[CH:6][C:5]([C:8]2[C:13]([NH:14][C:16](=[O:18])[CH3:17])=[C:12]([CH3:15])[CH:11]=[CH:10][N:9]=2)=[CH:4][CH:3]=1. Procedure details: 10.44 g of the product of Step 3, above, and 40 ml of acetic anhydride are warmed slowly to 40° for 2 hours. The mixture is added to water, extracted with ethyl acetate, dried and reduced in volume. Petroleum ether is added to achieve the title product (mp 165° to 167°) Reactants: CN1C(=O)N(C=2N=C(NC2C1=O)C)C (1,3,8-trimethylxanthine), C([O-])([O-])=O.[K+].[K+] (potassium carbonate), ClC1=CC=C(C(=O)C2=CC=C(CBr)C=C2)C=C1 (4-(4-chlorobenzoyl)benzyl bromide). Solvent: CN(C)C=O (DMF), O (water). Run at time 2 hour. The product is ClC1=CC=C(C(=O)C2=CC=C(CN3C(=NC=4N(C(N(C(C34)=O)C)=O)C)C)C=C2)C=C1 (7-[4-(4-Chlorobenzoyl)benzyl]-1,3,8-trimethyl-xanthine). Yield: 63.4%. As a reaction SMILES: [CH3:1][N:2]1[C:11](=[O:12])[C:10]2[NH:9][C:8]([CH3:13])=[N:7][C:6]=2[N:5]([CH3:14])[C:3]1=[O:4].C(=O)([O-])[O-].[K+].[K+].[Cl:21][C:22]1[CH:37]=[CH:36][C:25]([C:26]([C:28]2[CH:35]=[CH:34][C:31]([CH2:32]Br)=[CH:30][CH:29]=2)=[O:27])=[CH:24][CH:23]=1>CN(C=O)C.O>[Cl:21][C:22]1[CH:23]=[CH:24][C:25]([C:26]([C:28]2[CH:35]=[CH:34][C:31]([CH2:32][N:9]3[C:10]4[C:11](=[O:12])[N:2]([CH3:1])[C:3](=[O:4])[N:5]([CH3:14])[C:6]=4[N:7]=[C:8]3[CH3:13])=[CH:30][CH:29]=2)=[O:27])=[CH:36][CH:37]=1 |f:1.2.3|. Procedure: To a solution of 1,3,8-trimethylxanthine (0.97 g) in DMF (20 ml) were added potassium carbonate (0.83 g) and 4-(4-chlorobenzoyl)benzyl bromide (1.55 g) and the mixture was stirred at room temperature for 2 hours. The reaction mixture was diluted with water and extracted with ethyl acetate. The extract was washed with saturated aqueous NaCl solution and dried over anhydrous sodium sulfate. The solvent was then distilled off and the residue was washed with acetone to provide the title compound as ... Starting materials: C1CCC(CC1)N=C=NC2CCCCC2 (DCC), C(C1=CC=CC=C1)OC(=O)NCCCCCC(=O)O (6-benzyloxycarbonylaminocaproic acid), CS(=O)(=O)OC1=CC=C(C=C1)C=CC(N)=N (4-(β-amidinoethenyl)phenol methanesulfonate). The solvent is N1=CC=CC=C1 (pyridine). Conditions: time 30 minute. The product is C(C1=CC=CC=C1)OC(=O)NCCCCCC(=O)OC1=CC=C(C=C1)C=CC(N)=N (4-(β-amidinoethenyl)phenyl 6-benzyloxycarbonylaminocaproate). Isolated yield 69.1%. RXN SMILES: [CH2:1]([O:8][C:9]([NH:11][CH2:12][CH2:13][CH2:14][CH2:15][CH2:16][C:17]([OH:19])=[O:18])=[O:10])[C:2]1[CH:7]=[CH:6][CH:5]=[CH:4][CH:3]=1.C1CCC(N=C=NC2CCCCC2)CC1.CS(O[C:40]1[CH:45]=[CH:44][C:43]([CH:46]=[CH:47][C:48](=[NH:50])[NH2:49])=[CH:42][CH:41]=1)(=O)=O>N1C=CC=CC=1>[CH2:1]([O:8][C:9]([NH:11][CH2:12][CH2:13][CH2:14][CH2:15][CH2:16][C:17]([O:19][C:40]1[CH:45]=[CH:44][C:43]([CH:46]=[CH:47][C:48](=[NH:49])[NH2:50])=[CH:42][CH:41]=1)=[O:18])=[O:10])[C:2]1[CH:3]=[CH:4][CH:5]=[CH:6][CH:7]=1. Reported procedure: To a solution of 4.5 g of 6-benzyloxycarbonylaminocaproic acid in 45 ml of dried pyridine, while being cooled in ice, was added 4.2 g of DCC. After 30 minutes of stirring, 4.4 g of 4-(β-amidinoethenyl)phenol methanesulfonate was added to the solution and stirred overnight at room temperature. The reaction mixture was freed from the precipitated DCU by filtration and the DCU was washed with pyridine. Ethyl ether was added to the combined filtrate to precipitate an oily substance. The oily substan...